This data is from the Open Reaction Database (ORD), a public repository of structured organic reaction records. The task is: describe an organic reaction: reactants, conditions, products, and yield Starting materials: BrC1=CC(=C(C=C1)CC(=O)C=1C(=CC2=C(N(C(CO2)=O)C)C1)F)Cl (6-[2-(4-bromo-2-chloro-phenyl)-acetyl]-7-fluoro-4-methyl-4H-benzo[1,4]oxazin-3-one), [H-].[Na+] (sodium hydride), CI (methyl iodide). Yields the product BrC1=CC(=C(C=C1)C(C(=O)C=1C(=CC2=C(N(C(CO2)=O)C)C1)F)C)Cl (6-[2-(4-Bromo-2-chloro-phenyl)-propionyl]-7-fluoro-4-methyl-4H-benzo[1,4]oxazin-3-one). Reaction SMILES: [Br:1][C:2]1[CH:7]=[CH:6][C:5]([CH2:8][C:9]([C:11]2[C:12]([F:23])=[CH:13][C:14]3[O:19][CH2:18][C:17](=[O:20])[N:16]([CH3:21])[C:15]=3[CH:22]=2)=[O:10])=[C:4]([Cl:24])[CH:3]=1.[H-].[Na+].[CH3:27]I>>[Br:1][C:2]1[CH:7]=[CH:6][C:5]([CH:8]([CH3:27])[C:9]([C:11]2[C:12]([F:23])=[CH:13][C:14]3[O:19][CH2:18][C:17](=[O:20])[N:16]([CH3:21])[C:15]=3[CH:22]=2)=[O:10])=[C:4]([Cl:24])[CH:3]=1 |f:1.2|. Procedure details: In analogy to Example 1, step 2, 6-[2-(4-bromo-2-chloro-phenyl)-acetyl]-7-fluoro-4-methyl-4H-benzo[1,4]oxazin-3-one was reacted with sodium hydride and methyl iodide to give the title compound as a light brown foam. MS (m/e, ISP neg. ion)=426.0 [M+H+]. The reactants are C(C1=CC=CC=C1)=O (Benzaldehyde), C(#N)CC(=O)O (cyanoacetic acid), C(C)(=O)O (acetic acid), C(C)(=O)[O-].[NH4+] (ammonium acetate). The solvent is C(C)O (ethyl alcohol), C(C)O (ethyl alcohol). Product: C(#N)C(C(=O)O)=CC1=CC=CC=C1 (2-cyano-3-phenylacrylic acid). Reaction SMILES: [CH:1](=O)[C:2]1[CH:7]=[CH:6][CH:5]=[CH:4][CH:3]=1.[C:9]([CH2:11][C:12]([OH:14])=[O:13])#[N:10].C(O)(=O)C.C([O-])(=O)C.[NH4+]>C(O)C>[C:9]([C:11](=[CH:1][C:2]1[CH:7]=[CH:6][CH:5]=[CH:4][CH:3]=1)[C:12]([OH:14])=[O:13])#[N:10] |f:3.4|. Procedure details: Benzaldehyde (200 g), cyanoacetic acid (176 g), acetic acid (30 ml) and ammonium acetate (14.5 g) were refluxed for 4 hours by heating in ethyl alcohol (800 ml). After the reaction, ethyl alcohol was concentrated to 400 ml under a reduced pressure, and it was poured in 1 liter of iced water to separate crystals. The resulting crystals were recrystallized from 250 ml of acetonitrile to obtain 2-cyano-3-phenylacrylic acid which melted at 184°-188° C. in a yield of 265 g. This compound (150 g) and ... The reactants are COc1ccc(C(=O)Cl)cc1, CCCCc1cc2cc([N+](=O)[O-])ccc2o1, CC(Cl)Cl, Cl[Sn](Cl)(Cl)Cl. The product is CCCCc1oc2ccc([N+](=O)[O-])cc2c1C(=O)c1ccc(OC)cc1. RXN SMILES: [C:22]([c:23]1[cH:24][cH:25][c:26]([O:29][CH3:30])[cH:27][cH:28]1)(=[O:31])[Cl:32].[CH2:6]([CH2:7][CH2:8][CH3:9])[c:10]1[o:11][c:12]2[c:13]([cH:14]1)[cH:15][c:16]([N+:19](=[O:20])[O-:21])[cH:17][cH:18]2.[Cl:33][CH:34]([Cl:35])[CH3:36].[Sn:1]([Cl:2])([Cl:3])([Cl:4])[Cl:5]>>[CH2:6]([CH2:7][CH2:8][CH3:9])[c:10]1[o:11][c:12]2[c:13]([c:14]1[C:22]([c:23]1[cH:24][cH:25][c:26]([O:29][CH3:30])[cH:27][cH:28]1)=[O:31])[cH:15][c:16]([N+:19](=[O:20])[O-:21])[cH:17][cH:18]2. Starting materials: C1C(CC2=CC=CC=C12)CC(=O)C1[C@H](NCS1)C(=O)N1[C@H](C=O)CCC1 (1-[3-(Indan-2-ylacetyl)-L-thioprolyl]-L-prolinal), Cl.NO (hydroxylamine hydrochloride salt), N1=CC=CC=C1 (pyridine). Run in CN(C=O)C (dimethylformamide). Reaction conditions: temperature 70 celsius, time 1.5 hour. The product is C1C(CC2=CC=CC=C12)CC(=O)C1[C@H](NCS1)C(=O)N1[C@@H](CCC1)C=NO ((2S)-1-[3-(indan-2-ylacetyl)-L-thioprolyl]-2-pyrrolidine aldoxime). Isolated yield 31.0%. As a reaction SMILES: [CH2:1]1[C:9]2[C:4](=[CH:5][CH:6]=[CH:7][CH:8]=2)[CH2:3][CH:2]1[CH2:10][C:11]([CH:13]1[S:17][CH2:16][NH:15][C@@H:14]1[C:18]([N:20]1[CH2:26][CH2:25][CH2:24][C@H:21]1[CH:22]=O)=[O:19])=[O:12].Cl.[NH2:28][OH:29].N1C=CC=CC=1>CN(C)C=O>[CH2:1]1[C:9]2[C:4](=[CH:5][CH:6]=[CH:7][CH:8]=2)[CH2:3][CH:2]1[CH2:10][C:11]([CH:13]1[S:17][CH2:16][NH:15][C@@H:14]1[C:18]([N:20]1[CH2:26][CH2:25][CH2:24][C@H:21]1[CH:22]=[N:28][OH:29])=[O:19])=[O:12] |f:1.2|. Procedure: 1-[3-(Indan-2-ylacetyl)-L-thioprolyl]-L-prolinal (372 mg), hydroxylamine hydrochloride salt (76 mg) and pyridine (89 μl) were dissolved in 5 ml of dimethylformamide, and stirred at 70° C. for 1.5 hours. After concentrating the reaction solution under reduced pressure, the resulting residue was dissolved in 30 ml of methylene chloride, washed by saturated aqueous sodium chloride solution, and dried over magnesium sulfate, followed by distillation of the solvent under reduced pressure. The resulti... Reactants: [O-]B([O-])Oc1ccc(F)cc1, O=C(C=Cc1cccc(Br)c1)Nc1ccc(CN2CCCCC2)cc1, O=C([O-])[O-], CCO, Cc1ccccc1, [K+], [K+]. Yields the product O=C(C=Cc1cccc(-c2ccc(F)cc2)c1)Nc1ccc(CN2CCCCC2)cc1. As a reaction SMILES: [B:26]([O-:27])([O-:35])[O:36][c:28]1[cH:29][cH:30][c:31]([F:34])[cH:32][cH:33]1.[Br:1][c:2]1[cH:3][c:4]([CH:5]=[CH:6][C:7](=[O:8])[NH:9][c:10]2[cH:11][cH:12][c:13]([CH2:14][N:15]3[CH2:16][CH2:17][CH2:18][CH2:19][CH2:20]3)[cH:21][cH:22]2)[cH:23][cH:24][cH:25]1.[C:37](=[O:38])([O-:39])[O-:40].[CH3:43][CH2:44][OH:45].[CH3:46][c:47]1[cH:48][cH:49][cH:50][cH:51][cH:52]1.[K+:41].[K+:42]>>[c:2]1(-[c:28]2[cH:29][cH:30][c:31]([F:34])[cH:32][cH:33]2)[cH:3][c:4]([CH:5]=[CH:6][C:7](=[O:8])[NH:9][c:10]2[cH:11][cH:12][c:13]([CH2:14][N:15]3[CH2:16][CH2:17][CH2:18][CH2:19][CH2:20]3)[cH:21][cH:22]2)[cH:23][cH:24][cH:25]1. Reactants: CCOC(C)=O, CCCCCC, ClCCl, O=[Cr](=O)([O-])Cl, COCOc1cc(OC)c(OCOC)c(CCO)c1OC, c1cc[nH+]cc1. The product is COCOc1cc(OC)c(OCOC)c(CC=O)c1OC. Reaction SMILES: [CH3:33][CH2:34][O:35][C:36](=[O:37])[CH3:38].[CH3:39][CH2:40][CH2:41][CH2:42][CH2:43][CH3:44].[Cl:45][CH2:46][Cl:47].[O:22]=[Cr:23]([Cl:24])([O-:25])=[O:26].[OH:1][CH2:2][CH2:3][c:4]1[c:5]([O:20][CH3:21])[c:6]([O:16][CH2:17][O:18][CH3:19])[cH:7][c:8]([O:14][CH3:15])[c:9]1[O:10][CH2:11][O:12][CH3:13].[nH+:27]1[cH:28][cH:29][cH:30][cH:31][cH:32]1>>[O:1]=[CH:2][CH2:3][c:4]1[c:5]([O:20][CH3:21])[c:6]([O:16][CH2:17][O:18][CH3:19])[cH:7][c:8]([O:14][CH3:15])[c:9]1[O:10][CH2:11][O:12][CH3:13]. Reactants: C(C)(=O)N[C@H]1[C@H](CC[C@H](C1)N(C)C(C)C)N1C([C@H](CC1)NC(OCC1=CC=CC=C1)=O)=O (benzyl (S)-1-((1S,2R,4R)-2-acetamido-4-(isopropyl(methyl)amino)-cyclohexyl)-2-oxopyrrolidin-3-ylcarbamate). The reagents and catalysts are [Pd] (Pd/C). Run in CO (methanol). Conditions: time 2 hour. The product is N[C@@H]1C(N(CC1)[C@@H]1[C@@H](C[C@@H](CC1)N(C)C(C)C)NC(C)=O)=O (N-((1R,2S,5R)-2-((S)-3-amino-2-oxopyrrolidin-1-yl)-5-(isopropyl(methyl)amino)cyclohexyl)acetamide). As a reaction SMILES: [C:1]([NH:4][C@@H:5]1[CH2:10][C@H:9]([N:11]([CH:13]([CH3:15])[CH3:14])[CH3:12])[CH2:8][CH2:7][C@@H:6]1[N:16]1[CH2:20][CH2:19][C@H:18]([NH:21]C(=O)OCC2C=CC=CC=2)[C:17]1=[O:32])(=[O:3])[CH3:2]>CO.[Pd]>[NH2:21][C@H:18]1[CH2:19][CH2:20][N:16]([C@H:6]2[CH2:7][CH2:8][C@@H:9]([N:11]([CH:13]([CH3:15])[CH3:14])[CH3:12])[CH2:10][C@H:5]2[NH:4][C:1](=[O:3])[CH3:2])[C:17]1=[O:32]. Reported procedure: To a solution of benzyl (S)-1-((1S,2R,4R)-2-acetamido-4-(isopropyl(methyl)amino)-cyclohexyl)-2-oxopyrrolidin-3-ylcarbamate (0.115 mol) in methanol (600 mL) was added 10% Pd/C (6 g of 50% wet catalyst). The flask was evacuated and back-filled with hydrogen. The mixture was stirred under 1 atm H2 for 2 h and the catalyst was removed by filtration through Celite. The filtrate was concentrated in vacuo to provide N-((1R,2S,5R)-2-((S)-3-amino-2-oxopyrrolidin-1-yl)-5-(isopropyl(methyl)amino)cyclohexyl... Starting materials: C(=O)NC=1SC=C(N1)C(C(=O)NC1[C@@H]2N(C(=C(CS2)CSC2=NN=NN2CC=C)C(=O)O)C1=O)=NOCCNC(=O)OC(C)(C)C (7-[2-(2-Formamidothiazol-4-yl)-2-(2-tert-butoxycarbonylaminoethoxyimino)acetamido]-3-(1-allyl-1H-tetrazol-5-yl)thiomethyl-3-cephem-4-carboxylic acid), Cl (hydrochloric acid). Yields the product Cl.Cl.NC=1SC=C(N1)C(C(=O)NC1[C@@H]2N(C(=C(CS2)CSC2=NN=NN2CC=C)C(=O)O)C1=O)=NOCCN (7-[2-(2-aminothiazol-4-yl)-2-(2-aminoethoxyimino)acetamido]-3-(1-allyl-1H-tetrazol-5-yl)thiomethyl-3-cephem-4-carboxylic acid dihydrochloride). Isolated yield 93.1%. Reaction SMILES: C([NH:3][C:4]1[S:5][CH:6]=[C:7]([C:9](=[N:35][O:36][CH2:37][CH2:38][NH:39]C(OC(C)(C)C)=O)[C:10]([NH:12][CH:13]2[C:33](=[O:34])[N:15]3[C:16]([C:30]([OH:32])=[O:31])=[C:17]([CH2:20][S:21][C:22]4[N:26]([CH2:27][CH:28]=[CH2:29])[N:25]=[N:24][N:23]=4)[CH2:18][S:19][C@H:14]23)=[O:11])[N:8]=1)=O.[ClH:47]>>[ClH:47].[ClH:47].[NH2:3][C:4]1[S:5][CH:6]=[C:7]([C:9](=[N:35][O:36][CH2:37][CH2:38][NH2:39])[C:10]([NH:12][CH:13]2[C:33](=[O:34])[N:15]3[C:16]([C:30]([OH:32])=[O:31])=[C:17]([CH2:20][S:21][C:22]4[N:26]([CH2:27][CH:28]=[CH2:29])[N:25]=[N:24][N:23]=4)[CH2:18][S:19][C@H:14]23)=[O:11])[N:8]=1 |f:2.3.4|. Procedure: 7-[2-(2-Formamidothiazol-4-yl)-2-(2-tert-butoxycarbonylaminoethoxyimino)acetamido]-3-(1-allyl-1H-tetrazol-5-yl)thiomethyl-3-cephem-4-carboxylic acid (syn isomer, 3.5 g.) was treated with conc. hydrochloric acid (3.2 g.) in a similar manner to that of Example 23-(2) to give 7-[2-(2-aminothiazol-4-yl)-2-(2-aminoethoxyimino)acetamido]-3-(1-allyl-1H-tetrazol-5-yl)thiomethyl-3-cephem-4-carboxylic acid dihydrochloride (syn isomer, 3.0 g.). Starting materials: CC1(OCCO1)C1=CC=C(C=C1)C1=CC=2C(=NC=C(N2)N(C(OC(C)(C)C)=O)CC(=C)C)N1COCC[Si](C)(C)C (tert-Butyl 6-(4-(2-methyl-1,3-dioxolan-2-yl)phenyl)-5-((2-(trimethylsilyl)ethoxy)methyl)-5H-pyrrolo[2,3-b]pyrazin-2-yl(2-methylallyl)carbamate), NaIO4, NaIO4, CC(=O)C (acetone), CCOC(=O)C (EtOAc), CCOC(=O)C (EtOAc). The reagents and catalysts are O=[Os](=O)(=O)=O (OsO4), O=[Os](=O)(=O)=O (OsO4). The solvent is O1CCOCC1 (1,4-dioxane), O (water), O (water), O (water), O (water). Run at time 6 hour. Product: CC1(OCCO1)C1=CC=C(C=C1)C1=CC=2C(=NC=C(N2)N(C(OC(C)(C)C)=O)CC(C)=O)N1COCC[Si](C)(C)C (tert-butyl 6-(4-(2-methyl-1,3-dioxolan-2-yl)phenyl)-5-((2-(trimethylsilyl)ethoxy)methyl)-5H-pyrrolo[2,3-b]pyrazin-2-yl(2-oxopropyl)carbamate). Yield: 86.0%. Reaction SMILES: [CH3:1][C:2]1([C:7]2[CH:12]=[CH:11][C:10]([C:13]3[N:33]([CH2:34][O:35][CH2:36][CH2:37][Si:38]([CH3:41])([CH3:40])[CH3:39])[C:16]4=[N:17][CH:18]=[C:19]([N:21]([CH2:29][C:30]([CH3:32])=C)[C:22](=[O:28])[O:23][C:24]([CH3:27])([CH3:26])[CH3:25])[N:20]=[C:15]4[CH:14]=3)=[CH:9][CH:8]=2)[O:6][CH2:5][CH2:4][O:3]1.CC[O:44]C(C)=O.CC(C)=O>O1CCOCC1.O.O=[Os](=O)(=O)=O>[CH3:1][C:2]1([C:7]2[CH:8]=[CH:9][C:10]([C:13]3[N:33]([CH2:34][O:35][CH2:36][CH2:37][Si:38]([CH3:40])([CH3:39])[CH3:41])[C:16]4=[N:17][CH:18]=[C:19]([N:21]([CH2:29][C:30](=[O:44])[CH3:32])[C:22](=[O:28])[O:23][C:24]([CH3:26])([CH3:25])[CH3:27])[N:20]=[C:15]4[CH:14]=3)=[CH:11][CH:12]=2)[O:6][CH2:5][CH2:4][O:3]1. Reported procedure: tert-Butyl 6-(4-(2-methyl-1,3-dioxolan-2-yl)phenyl)-5-((2-(trimethylsilyl)ethoxy)methyl)-5H-pyrrolo[2,3-b]pyrazin-2-yl(2-methylallyl)carbamate (0.55 g, 0.95 mmol) and NaIO4 (0.194 mL, 3.79 mmol) were combined in a mixture of 1,4-dioxane (14.0 mL) and water (4.9 mL). To the mixture was added OsO4 (2.5 wt % in t-BuOH, 0.475 mL, 0.038 mmol) and the mixture stirred for about 6 h at rt. EtOAc (50 mL) and water (30 mL) were added and the layers separated. The aqueous layer was extracted with EtOAc (20...